describe an organic reaction: reactants, conditions, products, and yield From a dataset of the Open Reaction Database (ORD), a public repository of structured organic reaction records. Starting materials: ClC=1C=C(COC2=CC=C(C=C2)C(COC=2C=C(C#N)C=CC2F)=O)C=CC1Cl (3-{2-[4-(3,4-Dichloro-benzyloxy)-phenyl]-2-oxo-ethoxy}-4-fluoro-benzonitrile). Solvent: C1CCOC1 (THF), C1(=CC=CC=C1)C (toluene), C1CCOC1 (THF). Conditions: time 30 minute. The product is ClC=1C=C(COC2=CC=C(C=C2)[C@H](COC=2C=C(C#N)C=CC2F)O)C=CC1Cl (3-{(R)-2-[4-(3,4-Dichloro-benzyloxy)-phenyl]-2-hydroxy-ethoxy}-4-fluoro-benzonitrile). Reaction SMILES: [Cl:1][C:2]1[CH:3]=[C:4]([CH:26]=[CH:27][C:28]=1[Cl:29])[CH2:5][O:6][C:7]1[CH:12]=[CH:11][C:10]([C:13](=[O:25])[CH2:14][O:15][C:16]2[CH:17]=[C:18]([CH:21]=[CH:22][C:23]=2[F:24])[C:19]#[N:20])=[CH:9][CH:8]=1>C1(C)C=CC=CC=1.C1COCC1>[Cl:1][C:2]1[CH:3]=[C:4]([CH:26]=[CH:27][C:28]=1[Cl:29])[CH2:5][O:6][C:7]1[CH:12]=[CH:11][C:10]([C@@H:13]([OH:25])[CH2:14][O:15][C:16]2[CH:17]=[C:18]([CH:21]=[CH:22][C:23]=2[F:24])[C:19]#[N:20])=[CH:9][CH:8]=1. Procedure: 100 mL dry THF, 75 mL of 1M (R)-CBS reagent in toluene, and 26.7 mL borane-diethylaniline complex were stirred together 20 min at room temperature. 3-{2-[4-(3,4-Dichloro-benzyloxy)-phenyl]-2-oxo-ethoxy}-4-fluoro-benzonitrile (31.7 g) in 700 mL dry THF was then added through an addition funnel at rt over 30 minutes. The mixture stirred for 30 min, then was quenched by slow addition of 100 mL MeOH. After gas evolution ceased the mixture was evaporated to a yellow oil. The oil was dissolved in 200 ...